Task: describe an organic reaction: reactants, conditions, products, and yield. Dataset: the Open Reaction Database (ORD), a public repository of structured organic reaction records The reactants are BrC1=CC(=CC(=C1)F)Cl (1-Bromo-3-chloro-5-fluorobenzene), C(=O)(OC(C)(C)C)N1CC(CC1)=O (1-N-boc-3-pyrrolidone), [Mg] (magnesium), II (iodine). The solvent is O1CCCC1 (tetrahydrofuran), O1CCCC1 (tetrahydrofuran). The product is ClC=1C=C(C=C(C1)F)C1(CN(CC1)C(=O)OC(C)(C)C)O (Tert-butyl 3-(3-chloro-5-fluorophenyl)-3-hydroxypyrrolidine-1-carboxylate). Yield: 27.8%. RXN SMILES: Br[C:2]1[CH:7]=[C:6]([F:8])[CH:5]=[C:4]([Cl:9])[CH:3]=1.[Mg].II.[C:13]([N:20]1[CH2:24][CH2:23][C:22](=[O:25])[CH2:21]1)([O:15][C:16]([CH3:19])([CH3:18])[CH3:17])=[O:14]>O1CCCC1>[Cl:9][C:4]1[CH:3]=[C:2]([C:22]2([OH:25])[CH2:23][CH2:24][N:20]([C:13]([O:15][C:16]([CH3:18])([CH3:17])[CH3:19])=[O:14])[CH2:21]2)[CH:7]=[C:6]([F:8])[CH:5]=1. Procedure details: Preparation according to Preparation 1. 1-Bromo-3-chloro-5-fluorobenzene (5 g, 23.9 mmol) in dry tetrahydrofuran (100 ml), magnesium turnings (0.57 g, 23.9 mmol) and one crystal of iodine. 1-N-boc-3-pyrrolidone (4.41 g, 23.9 mmol) in dry tetrahydrofuran (50 ml). The crude product was purified by flash column chromatography on silica gel (ethyl acetate/isooctane, 1:9 to 1:1) gave the title compound (2.1 g, 28%). MS m/z (rel. intensity, 70 eV) 259 (45), 214 (69), 184 (35), 143 (37), 57 (bp). Starting materials: FC=1C=C(C=NC1)C1=CC(=NC(=N1)SC)N1[C@H](COCC1)C ((S)-4-(6-(5-fluoropyridin-3-yl)-2-(methylthio)pyrimidin-4-yl)-3-methylmorpholine), FC=1C=C(C=CC1B1OC(C(O1)(C)C)(C)C)NC(=O)NCCF (1-(3-fluoro-4-(4,4,5,5-tetramethyl-1,3,2-dioxaborolan-2-yl)phenyl)-3-(2-fluoroethyl)urea), FC=1C=C(C=CC1B1OC(C(O1)(C)C)(C)C)NC(=O)NCCF (1-(3-fluoro-4-(4,4,5,5-tetramethyl-1,3,2-dioxaborolan-2-yl)phenyl)-3-(2-fluoroethyl)urea), ClC1=NC(=CC(=N1)N1[C@H](COCC1)C)C1=C(C=CC(=C1)F)S(=O)(=O)C ((S)-4-(2-chloro-6-(5-fluoro-2-(methylsulfonyl)phenyl)pyrimidin-4-yl)-3-methylmorpholine), ClC1=NC(=CC(=N1)N1[C@H](COCC1)C)C1=C(C=CC(=C1)F)S(=O)(=O)C ((S)-4-(2-chloro-6-(5-fluoro-2-(methylsulfonyl)phenyl)pyrimidin-4-yl)-3-methylmorpholine). Yields the product FC=1C=C(C=CC1C1=NC(=CC(=N1)C1=C(C=CC(=C1)F)S(=O)(=O)C)N1[C@H](COCC1)C)NC(=O)NCCF ((S)-1-(3-fluoro-4-(4-(5-fluoro-2-(methylsulfonyl)phenyl)-6-(3-methylmorpholino)pyrimidin-2-yl)phenyl)-3-(2-fluoroethyl)urea). As a reaction SMILES: FC1C=C(C2N=C(SC)N=C(N3CCOC[C@@H]3C)C=2)C=NC=1.Cl[C:24]1[N:29]=[C:28]([N:30]2[CH2:35][CH2:34][O:33][CH2:32][C@@H:31]2[CH3:36])[CH:27]=[C:26]([C:37]2[CH:42]=[C:41]([F:43])[CH:40]=[CH:39][C:38]=2[S:44]([CH3:47])(=[O:46])=[O:45])[N:25]=1.[F:48][C:49]1[CH:50]=[C:51]([NH:64][C:65]([NH:67][CH2:68][CH2:69][F:70])=[O:66])[CH:52]=[CH:53][C:54]=1B1OC(C)(C)C(C)(C)O1>>[F:48][C:49]1[CH:50]=[C:51]([NH:64][C:65]([NH:67][CH2:68][CH2:69][F:70])=[O:66])[CH:52]=[CH:53][C:54]=1[C:24]1[N:25]=[C:26]([C:37]2[CH:42]=[C:41]([F:43])[CH:40]=[CH:39][C:38]=2[S:44]([CH3:47])(=[O:46])=[O:45])[CH:27]=[C:28]([N:30]2[CH2:35][CH2:34][O:33][CH2:32][C@@H:31]2[CH3:36])[N:29]=1. Procedure details: Method as described for intermediate 5 using (S)-4-(2-chloro-6-(5-fluoro-2-(methylsulfonyl)phenyl)pyrimidin-4-yl)-3-methylmorpholine (intermediate 10) and 1-(3-fluoro-4-(4,4,5,5-tetramethyl-1,3,2-dioxaborolan-2-yl)phenyl)-3-(2-fluoroethyl)urea (intermediate 14). Material was purified by using a TsOH cartridge (500 mg) followed by prep HPLC (low pH) to afford a white solid, (26 mg, 14%). Isolated yield 43.0%. Reaction SMILES: [C:1]1([N:7]2[C:11]([CH2:12][CH2:13][CH2:14][C:15](O)=[S:16])=[N:10][N:9]=[N:8]2)[CH:6]=[CH:5][CH:4]=[CH:3][CH:2]=1.[CH2:18]1[CH2:28][CH2:27][N:26]2[C:21](=NC[CH2:24][CH2:25]2)[CH2:20][CH2:19]1.ClC(OCC(C)C)=O.C(NC1CCCCC1)C>O1CCCC1>[CH2:25]([N:26]([CH:21]1[CH2:20][CH2:19][CH2:18][CH2:28][CH2:27]1)[C:15](=[S:16])[CH2:14][CH2:13][CH2:12][C:11]1[N:7]([C:1]2[CH:6]=[CH:5][CH:4]=[CH:3][CH:2]=2)[N:8]=[N:9][N:10]=1)[CH3:24]. Procedure: 4-(1-Phenyl-1,2,3,4-tetrazol-5-yl)thio-butyric acid (45 mmol) is dissolved in tetrahydrofuran (50 ml) and thereto is added DBU (50 mmole). To the mixture is added dropwise with stirring isobutyl chloroformate (50 mmole) under ice-cooling. The mixture is stirred at room temperature for 30 minutes. To the mixture is added dropwise N-ethylcyclohexylamine (54 mmole) and the mixture is further stirred at room temperature for 2 hours. After distilling off the solvent under reduced pressure, the residu... Reaction conditions: time 30 minute. The product is C(C)N(C(CCCC1=NN=NN1C1=CC=CC=C1)=S)C1CCCCC1 (N-ethyl-N-cyclohexyl-4-(1-phenyl-1,2,3,4-tetrazol-5-yl)thio-butyramide). Starting materials: C(C)NC1CCCCC1 (N-ethylcyclohexylamine), C1(=CC=CC=C1)N1N=NN=C1CCCC(=S)O (4-(1-Phenyl-1,2,3,4-tetrazol-5-yl)thio-butyric acid), ClC(=O)OCC(C)C (isobutyl chloroformate), C1CCC2=NCCCN2CC1 (DBU). The solvent is O1CCCC1 (tetrahydrofuran). Reactants: N1=C(N=CC=C1)N1CCNCC1 (1-(2-pyrimidinyl)piperazine), ClCCCCCl (1,4-dichlorobutane), O.C([O-])([O-])=O.[Na+].[Na+] (sodium carbonate monohydrate), [Br-].[K+] (potassium bromide). The solvent is C(C)(C)O (isopropanol). The product is [Br-].N1=C(N=CC=C1)N1CC[N+]2(CCCC2)CC1 (8-(2-pyrimidinyl)-8-aza-5-azoniaspiro[4.5]decane bromide). Reaction SMILES: [N:1]1[CH:6]=[CH:5][CH:4]=[N:3][C:2]=1[N:7]1[CH2:12][CH2:11][NH:10][CH2:9][CH2:8]1.Cl[CH2:14][CH2:15][CH2:16][CH2:17]Cl.O.C(=O)([O-])[O-].[Na+].[Na+].[Br-:26].[K+]>C(O)(C)C>[Br-:26].[N:1]1[CH:6]=[CH:5][CH:4]=[N:3][C:2]=1[N:7]1[CH2:12][CH2:11][N+:10]2([CH2:17][CH2:16][CH2:15][CH2:14]2)[CH2:9][CH2:8]1 |f:2.3.4.5,6.7,9.10|. Procedure details: A mixture of 1-(2-pyrimidinyl)piperazine (16.4 g., 0.1 mole), 1,4-dichlorobutane (23.8 g., 0.19 mole), sodium carbonate monohydrate (30.8 g., 0.25 mole) and potassium bromide (44.6 g., 0.375 mole) in 150 ml. of isopropanol is stirred and refluxed for an 8-hr. period. The hot reaction mixture is filtered and insolubles washed with hot isopropanol. Concentration of the combined filtrates under reduced pressure and trituration of residual material with acetone provides 8-(2-pyrimidinyl)-8-aza-5-azo...